From a dataset of the Open Reaction Database (ORD), a public repository of structured organic reaction records. describe an organic reaction: reactants, conditions, products, and yield The reactants are COC(C1=C(C=C(C=C1)OC)OC1=C(C=CC=C1)N)=O (2-(2-Aminophenoxy)-4-methoxy-benzoic acid methyl ester), [H-].[Na+] (sodium hydride). The solvent is TBF. Conditions: time 3 day. The product is COC1=CC2=C(C(NC3=C(O2)C=CC=C3)=O)C=C1 (3-Methoxy-10H-dibenzo[1,4]oxazepin-11-one). As a reaction SMILES: C[O:2][C:3](=O)[C:4]1[CH:9]=[CH:8][C:7]([O:10][CH3:11])=[CH:6][C:5]=1[O:12][C:13]1[CH:18]=[CH:17][CH:16]=[CH:15][C:14]=1[NH2:19].[H-].[Na+]>>[CH3:11][O:10][C:7]1[CH:8]=[CH:9][C:4]2[C:3](=[O:2])[NH:19][C:14]3[CH:15]=[CH:16][CH:17]=[CH:18][C:13]=3[O:12][C:5]=2[CH:6]=1 |f:1.2|. Procedure details: A solution of 1-2 (47.80 g, 174.9 mmol) in TBF (1 L) was treated with sodium hydride (7.430 g of 60% in oil, 185.7 mmol) in portions and stirred at room temperature for 3 days. The reaction was quenched with aqueous ammonium chloride and extracted three times with diethyl ether. The combined organic extracts were washed with brine and dried (Na2SO4). The solvent was removed in vacuo to afford the crude product 1-3. Recrystallization from ethyl acetate gave 1-3 as white crystals. The reactants are CC(CO)n1cc(Br)c(Br)n1, [K+], O=[Mn](=O)(=O)[O-], [Na+], [Na+], [OH-], O, O=S(=O)(O)O, O=S([O-])O. Product: CC(C(=O)O)n1cc(Br)c(Br)n1. As a reaction SMILES: [Br:1][c:2]1[n:3][n:4]([CH:8]([CH2:9][OH:10])[CH3:11])[cH:5][c:6]1[Br:7].[K+:19].[Mn:14](=[O:15])([O-:16])(=[O:17])=[O:18].[Na+:13].[Na+:29].[OH-:12].[OH2:30].[S:20](=[O:21])(=[O:22])([OH:23])[OH:24].[S:25](=[O:26])([OH:27])[O-:28]>>[Br:1][c:2]1[n:3][n:4]([CH:8]([C:9](=[O:10])[OH:15])[CH3:11])[cH:5][c:6]1[Br:7]. Reactants: NC1=C(C(=C(C(=C1)C)O)Br)C (4-amino-2-bromo-3,6-dimethylphenol), ClC=1C=C(C=CC1Cl)[N+](=O)[O-] (3,4-dichloronitrobenzene), CS(=O)C (dimethylsulfoxide), CC(C)([O-])C.[K+] (Potassium t-butoxide). Run in C1(=CC=CC=C1)C (toluene). Reaction conditions: time 0.5 hour. Product: BrC=1C(=C(N)C=C(C1OC1=C(C=C(C=C1)[N+](=O)[O-])Cl)C)C (3-bromo-4-(2 -chloro-4-nitrophenoxy)-2,5-dimethylaniline). Isolated yield 22.8%. Reaction SMILES: [NH2:1][C:2]1[CH:7]=[C:6]([CH3:8])[C:5]([OH:9])=[C:4]([Br:10])[C:3]=1[CH3:11].CS(C)=O.CC(C)([O-])C.[K+].[Cl:22][C:23]1[CH:24]=[C:25]([N+:30]([O-:32])=[O:31])[CH:26]=[CH:27][C:28]=1Cl>C1(C)C=CC=CC=1>[Br:10][C:4]1[C:3]([CH3:11])=[C:2]([CH:7]=[C:6]([CH3:8])[C:5]=1[O:9][C:28]1[CH:27]=[CH:26][C:25]([N+:30]([O-:32])=[O:31])=[CH:24][C:23]=1[Cl:22])[NH2:1] |f:2.3|. Procedure details: Into a dry 250 milliliter round bottom flask equipped with a magnetic stirrer and nitrogen inlet was added 4-amino-2-bromo-3,6-dimethylphenol (11.94 grams, 55.3 mmol) prepared in Part B and dry dimethylsulfoxide (118 milliliters). Potassium t-butoxide (7.26 grams, 64.65 mmol) was added portionwise under nitrogen and the mixture was stirred at room temperature for 0.5 hours. Solid 3,4-dichloronitrobenzene (13.33 grams, 70.52 mmol) was then added and the reaction mixture was heated at 50° C. for 4... The reactants are [OH-].[Na+] (sodium hydroxide), C(#N)C1=CC=C(C=C1)C1N(C(N(C=2CCCC(C12)=O)C1=CC(=CC=C1)C(F)(F)F)=O)CC(=O)OC (methyl 2-(4-(4-cyanophenyl)-2,5-dioxo-1-(3-(trifluoromethyl)phenyl)-1,2,5,6,7,8-hexahydroquinazolin-3(4H)-yl)acetate), O (Water). Solvent: O1CCOCC1 (1,4-dioxane). Conditions: time 1 hour. Yields the product C(#N)C1=CC=C(C=C1)C1N(C(N(C=2CCCC(C12)=O)C1=CC(=CC=C1)C(F)(F)F)=O)CC(=O)O (2-(4-(4-Cyanophenyl)-2,5-dioxo-1-(3-(trifluoromethyl)phenyl)-1,2,5,6,7,8-hexahydroquinazolin-3(4H)-yl)acetic acid). RXN SMILES: [OH-].[Na+].[C:3]([C:5]1[CH:10]=[CH:9][C:8]([CH:11]2[C:20]3[C:19](=[O:21])[CH2:18][CH2:17][CH2:16][C:15]=3[N:14]([C:22]3[CH:27]=[CH:26][CH:25]=[C:24]([C:28]([F:31])([F:30])[F:29])[CH:23]=3)[C:13](=[O:32])[N:12]2[CH2:33][C:34]([O:36]C)=[O:35])=[CH:7][CH:6]=1)#[N:4].O>O1CCOCC1>[C:3]([C:5]1[CH:6]=[CH:7][C:8]([CH:11]2[C:20]3[C:19](=[O:21])[CH2:18][CH2:17][CH2:16][C:15]=3[N:14]([C:22]3[CH:27]=[CH:26][CH:25]=[C:24]([C:28]([F:30])([F:31])[F:29])[CH:23]=3)[C:13](=[O:32])[N:12]2[CH2:33][C:34]([OH:36])=[O:35])=[CH:9][CH:10]=1)#[N:4] |f:0.1|. Reported procedure: Aqueous sodium hydroxide solution (1 M, 7.27 mL, 7.27 mmol) is added to a solution of methyl 2-(4-(4-cyanophenyl)-2,5-dioxo-1-(3-(trifluoromethyl)phenyl)-1,2,5,6,7,8-hexahydroquinazolin-3(4H)-yl)acetate (example 31, 1.76 g, 3.64 mmol) in 1,4-dioxane (15 mL) and the mixture is stirred at room temperature for 1 h. Water (80 mL) is added and the mixture is extracted twice with diethyl ether. The organic phase is discarded and the aqueous phase is acidified with aqueous hydrogen chloride (1 M) and e...